From a dataset of the Open Reaction Database (ORD), a public repository of structured organic reaction records. describe an organic reaction: reactants, conditions, products, and yield Reactants: CC(C)(C)OC(=O)NC12CCC(c3ccc(S(C)(=O)=O)cc3)(CC1)CC2, ClCCl, O, O=C(O)C(F)(F)F. The product is CS(=O)(=O)c1ccc(C23CCC(N)(CC2)CC3)cc1. As a reaction SMILES: [CH3:1][S:2](=[O:3])(=[O:4])[c:5]1[cH:6][cH:7][c:8]([C:11]23[CH2:12][CH2:13][C:14]([NH:19][C:20](=[O:21])[O:22][C:23]([CH3:24])([CH3:25])[CH3:26])([CH2:15][CH2:16]2)[CH2:17][CH2:18]3)[cH:9][cH:10]1.[Cl:27][CH2:28][Cl:29].[OH2:37].[OH:30][C:31]([C:32]([F:33])([F:34])[F:35])=[O:36]>>[CH3:1][S:2](=[O:3])(=[O:4])[c:5]1[cH:6][cH:7][c:8]([C:11]23[CH2:12][CH2:13][C:14]([NH2:19])([CH2:15][CH2:16]2)[CH2:17][CH2:18]3)[cH:9][cH:10]1. Starting materials: C1=CC=CC=2C(C3=C(C=CC21)C=CC=C3)=C3CCN(CC3)C([C@H](CNC(C(C)(C)C)=O)NC(OC(C)(C)C)=O)=O (t-butyl(S)-2-[4-(5H-dibenzo[a,d][7]annulen-5-ylidene)-1-piperidinyl]-1-{[(2,2-dimethylpropanoyl)amino]methyl}-2-oxoethylcarbamate), Cl.C(C)(=O)OCC (hydrochloric acid ethyl acetate). Run in C(C)(=O)OCC (ethyl acetate). Conditions: time 3.5 hour. Product: Cl.N[C@@H](CNC(C(C)(C)C)=O)C(=O)N1CCC(CC1)=C1C2=C(C=CC3=C1C=CC=C3)C=CC=C2 ((S)—N-{2-amino-3-[4-(5H-dibenzo[a,d][7]annulen-5-ylidene)-1-piperidinyl]-3-oxopropyl}-2,2-dimethylpropanamide hydrochloride). As a reaction SMILES: [CH:1]1[C:11]2[CH:10]=[CH:9][C:8]3[CH:12]=[CH:13][CH:14]=[CH:15][C:7]=3[C:6](=[C:16]3[CH2:21][CH2:20][N:19]([C:22](=[O:40])[C@@H:23]([NH:32]C(=O)OC(C)(C)C)[CH2:24][NH:25][C:26](=[O:31])[C:27]([CH3:30])([CH3:29])[CH3:28])[CH2:18][CH2:17]3)[C:5]=2[CH:4]=[CH:3][CH:2]=1.[ClH:41].C(OCC)(=O)C>C(OCC)(=O)C>[ClH:41].[NH2:32][C@H:23]([C:22]([N:19]1[CH2:18][CH2:17][C:16](=[C:6]2[C:5]3[CH:4]=[CH:3][CH:2]=[CH:1][C:11]=3[CH:10]=[CH:9][C:8]3[CH:12]=[CH:13][CH:14]=[CH:15][C:7]2=3)[CH2:21][CH2:20]1)=[O:40])[CH2:24][NH:25][C:26](=[O:31])[C:27]([CH3:30])([CH3:29])[CH3:28] |f:1.2,4.5|. Reported procedure: 1.40 g (2.57 mmol) of the compound obtained in step 1 described above was dissolved in 12 ml of ethyl acetate. 10 ml of 4 N hydrochloric acid/ethyl acetate was added to the obtained solution under cooling with ice. The temperature was gradually elevated to room temperature. After stirring for 3.5 hours, the solvent was evaporated under reduced pressure to obtain the title compound. Reactants: ClC1=NC=C(C=C1)[N+](=O)[O-] (2-chloro-5-nitropyridine), C(C)N=[N+]=[N-] (EtN3), CN(CCN)C (N,N-dimethylethlenediamine). The solvent is CC#N (CH3CN). Run at time 3 hour. The product is CN(CCNC1=NC=C(C=C1)[N+](=O)[O-])C (N,N-dimethyl-N′-(5-nitropyridin-2-yl)ethane-1,2-diamine). RXN SMILES: Cl[C:2]1[CH:7]=[CH:6][C:5]([N+:8]([O-:10])=[O:9])=[CH:4][N:3]=1.C(N=[N+]=[N-])C.[CH3:16][N:17]([CH3:21])[CH2:18][CH2:19][NH2:20]>CC#N>[CH3:16][N:17]([CH3:21])[CH2:18][CH2:19][NH:20][C:2]1[CH:7]=[CH:6][C:5]([N+:8]([O-:10])=[O:9])=[CH:4][N:3]=1. Reported procedure: To a solution of 2-chloro-5-nitropyridine 106-A and EtN3 (4.7 g, 46.5 mmol) in CH3CN (150 ml) was added N,N-dimethylethlenediamine 106-B (4.1 g, 46.5 mmol). The solution was stirred at room temperature for 3 hours, extracted with EtOAc, washed (brine), dried(MgSO4) and concentrated to give N,N-dimethyl-N′-(5-nitropyridin-2-yl)ethane-1,2-diamine 106-C (5.2 g) as a yellow solid. The reactants are BrC=1C=C(C=C(C1OC(C)=O)Br)C(C)O (1-(3',5'-dibromo-4-acetoxyphenyl)ethanol). Reagents/catalysts: S(=O)(=O)([O-])[O-].[Cu+2] (copper(II)sulfate). Run in C1(=CC=CC=C1)C (toluene). Yields the product BrC=1C=C(C=C)C=C(C1O)Br (3,5-dibromo-4-hydroxystyrene). Isolated yield 70.5%. Reaction SMILES: [Br:1][C:2]1[CH:3]=[C:4]([CH:13](O)[CH3:14])[CH:5]=[C:6]([Br:12])[C:7]=1[O:8]C(=O)C>C1(C)C=CC=CC=1.S([O-])([O-])(=O)=O.[Cu+2]>[Br:1][C:2]1[CH:3]=[C:4]([CH:5]=[C:6]([Br:12])[C:7]=1[OH:8])[CH:13]=[CH2:14] |f:2.3|. Reported procedure: 5 g 1-(3',5'-dibromo-4-acetoxyphenyl)ethanol are dissolved in 50 g of toluene, to which mixture are added 0.25 g of anhydrous copper(II)sulfate. The mixture is refluxed for 2 hours and the toluene then removed on a rotary evaporator. A yellow oil remains which after recrystallization from petrol ether yields 2.9 g of 3,5-dibromo-4-hydroxystyrene as white crystals, mp. 75° C.